From a dataset of the Open Reaction Database (ORD), a public repository of structured organic reaction records. describe an organic reaction: reactants, conditions, products, and yield The reactants are CCOC(=O)C(Cc1c[nH]c2cccc(C#N)c12)NC=O, O=P(Cl)(Cl)Cl. Product: CCOC(=O)C1Cc2c([nH]c3cccc(C#N)c23)CN1. Reaction SMILES: [CH2:1]([CH3:2])[O:3][C:4]([CH:5]([NH:6][CH:7]=[O:8])[CH2:9][c:10]1[cH:11][nH:12][c:13]2[cH:14][cH:15][cH:16][c:17]([C:19]#[N:20])[c:18]12)=[O:21].[P:22]([Cl:23])([Cl:24])([Cl:25])=[O:26]>>[CH2:1]([CH3:2])[O:3][C:4]([CH:5]1[NH:6][CH2:7][c:11]2[c:10]([c:18]3[c:13]([nH:12]2)[cH:14][cH:15][cH:16][c:17]3[C:19]#[N:20])[CH2:9]1)=[O:21].